This data is from the Open Reaction Database (ORD), a public repository of structured organic reaction records. The task is: describe an organic reaction: reactants, conditions, products, and yield Reactants: N1N=CN=C1 (1,2,4-triazole), C([O-])([O-])=O.[K+].[K+] (potassium carbonate), BrC1C(C2=CC=CC=C2CC1)=O (3,4-dihydro-2-bromo-1(2H)-naphthalenone). Run in C(C)#N (acetonitrile), C(C)#N (acetonitrile), ClCCl (dichloromethane). The product is N1(N=CN=C1)C1C(C2=CC=CC=C2CC1)=O (3,4-Dihydro-2-(1H-1,2,4-triazole-1-yl)-1(2H)-Naphthalenone). As a reaction SMILES: C(=O)([O-])[O-].[K+].[K+].[NH:7]1[CH:11]=[N:10][CH:9]=[N:8]1.Br[CH:13]1[CH2:22][CH2:21][C:20]2[C:15](=[CH:16][CH:17]=[CH:18][CH:19]=2)[C:14]1=[O:23]>C(#N)C.ClCCl>[N:7]1([CH:13]2[CH2:22][CH2:21][C:20]3[C:15](=[CH:16][CH:17]=[CH:18][CH:19]=3)[C:14]2=[O:23])[CH:11]=[N:10][CH:9]=[N:8]1 |f:0.1.2|. Procedure details: To a mixture of 30 g. potassium carbonate, 15 g. 1,2,4-triazole and 250 ml acetonitrile at 40° C. was added a solution of 45 g. 3,4-dihydro-2-bromo-1(2H)-naphthalenone in 150 ml acetonitrile. The mixture was allowed to react for 5 hours at 40° C. and than at reflux temperature for 2 hours. The solid was removed by filtration and the filtrate concentrated to dryness leaving a solid residue. This was dissolved in dichloromethane and washed twice with water. The organic extract was dried over sodiu...